From a dataset of the Open Reaction Database (ORD), a public repository of structured organic reaction records. describe an organic reaction: reactants, conditions, products, and yield Reactants: ClC=1N=C(C2=C(N1)C=CC(=N2)C(=O)N2CCC(CC2)C(C)(C)O)N2CCOCC2 ((2-Chloro-4-morpholinopyrido[3,2-d]pyrimidin-6-yl)(4-(2-hydroxypropan-2-yl)piperidin-1-yl)methanone), C(C)(C)C1=NC2=C(N1)C=CC=C2 (2-isopropyl-1H-benzo[d]imidazole), CC(C)([O-])C.[Na+] (sodium tert-butoxide). The reagents and catalysts are C(C)(=O)[O-].[Pd+2].C(C)(=O)[O-] (palladium acetate), CC(C)([P](C(C)(C)C)([Pd][P](C(C)(C)C)(C(C)(C)C)C(C)(C)C)C(C)(C)C)C (bis(tri-t-butylphosphine)palladium). Yields the product OC(C)(C)C1CCN(CC1)C(=O)C=1C=CC=2N=C(N=C(C2N1)N1CCOCC1)N1C(=NC2=C1C=CC=C2)C(C)C ((4-(2-hydroxypropan-2-yl)piperidin-1-yl)(2-(2-isopropyl-1H-benzo[d]imidazol-1-yl)-4-morpholinopyrido[3,2-d]pyrimidin-6-yl)methanone). RXN SMILES: Cl[C:2]1[N:3]=[C:4]([N:24]2[CH2:29][CH2:28][O:27][CH2:26][CH2:25]2)[C:5]2[N:11]=[C:10]([C:12]([N:14]3[CH2:19][CH2:18][CH:17]([C:20]([OH:23])([CH3:22])[CH3:21])[CH2:16][CH2:15]3)=[O:13])[CH:9]=[CH:8][C:6]=2[N:7]=1.[CH:30]([C:33]1[NH:37][C:36]2[CH:38]=[CH:39][CH:40]=[CH:41][C:35]=2[N:34]=1)([CH3:32])[CH3:31].CC(C)([O-])C.[Na+]>C([O-])(=O)C.[Pd+2].C([O-])(=O)C.CC(C)([P](C(C)(C)C)([Pd][P](C(C)(C)C)(C(C)(C)C)C(C)(C)C)C(C)(C)C)C>[OH:23][C:20]([CH:17]1[CH2:18][CH2:19][N:14]([C:12]([C:10]2[CH:9]=[CH:8][C:6]3[N:7]=[C:2]([N:34]4[C:35]5[CH:41]=[CH:40][CH:39]=[CH:38][C:36]=5[N:37]=[C:33]4[CH:30]([CH3:32])[CH3:31])[N:3]=[C:4]([N:24]4[CH2:29][CH2:28][O:27][CH2:26][CH2:25]4)[C:5]=3[N:11]=2)=[O:13])[CH2:15][CH2:16]1)([CH3:22])[CH3:21] |f:2.3,4.5.6,^1:59,65|. Procedure: (2-Chloro-4-morpholinopyrido[3,2-d]pyrimidin-6-yl)(4-(2-hydroxypropan-2-yl)piperidin-1-yl)methanone from Example 118 (80 mg) was reacted with 2-isopropyl-1H-benzo[d]imidazole (1.05 eq), sodium tert-butoxide (2 eq), palladium acetate (0.1 eq) and bis(tri-t-butylphosphine)palladium (0.1 eq). The tube was flushed with nitrogen for 10 minutes before adding Toluene (2 mL). The reaction was microwaved at 145° C. for 20 minutes. The crude was loaded onto a Biotage isolute scx-2 cartridge, eluted with 2... The reactants are C1(=CC=CC=C1)CCCN1CCN(CC1)CCNC(=O)C1=CC2=CN=C3C=CC=C(S1)N32 (N-[2-(4-(3-phenylpropan-1-yl)piperazin-1-yl)ethan-1-yl]-5-thia-1,8b-diazaacenaphthylene-4-carboxamide), Cl.CO (HCl methanol). Run in C(C)O (ethanol). The product is Cl.Cl.Cl.C1(=CC=CC=C1)CCCN1CCN(CC1)CCNC(=O)C1=CC2=CN=C3C=CC=C(S1)N32 (N-[2-(4-(3-phenylpropan-1-yl)piperazin-1-yl)ethan-1-yl]-5-thia-1,8b-diazaacenaphthylene-4-carboxamide Trihydrochloride). RXN SMILES: [C:1]1([CH2:7][CH2:8][CH2:9][N:10]2[CH2:15][CH2:14][N:13]([CH2:16][CH2:17][NH:18][C:19]([C:21]3[S:31][C:30]4[N:32]5[C:23](=[CH:24][N:25]=[C:26]5[CH:27]=[CH:28][CH:29]=4)[CH:22]=3)=[O:20])[CH2:12][CH2:11]2)[CH:6]=[CH:5][CH:4]=[CH:3][CH:2]=1.[ClH:33].CO>C(O)C>[ClH:33].[ClH:33].[ClH:33].[C:1]1([CH2:7][CH2:8][CH2:9][N:10]2[CH2:11][CH2:12][N:13]([CH2:16][CH2:17][NH:18][C:19]([C:21]3[S:31][C:30]4[N:32]5[C:23](=[CH:24][N:25]=[C:26]5[CH:27]=[CH:28][CH:29]=4)[CH:22]=3)=[O:20])[CH2:14][CH2:15]2)[CH:2]=[CH:3][CH:4]=[CH:5][CH:6]=1 |f:1.2,4.5.6.7|. Reported procedure: To a solution of 1.15 g (2.57 mM) of N-[2-(4-(3-phenylpropan-1-yl)piperazin-1-yl)ethan-1-yl]-5-thia-1,8b-diazaacenaphthylene-4-carboxamide in ethanol (10 ml) was added 4 ml (16 mM) of 4N-HCl/methanol at room temperature and the mixture was stirred at room temperature for several minutes. The solvent was then distilled off under reduced pressure and diethyl ether was added to the residue. The resulting crystals were collected by filtration and rinsed with ethanol and diethyl ether to provide the ...